From a dataset of the Open Reaction Database (ORD), a public repository of structured organic reaction records. describe an organic reaction: reactants, conditions, products, and yield Reactants: [S-2].[Na+].[Na+] (sodium sulfide), CN1C(CCC1)=O (1-methylpyrrolidone), C(C)OC(C)=O (ethylacetate), CN(C)CC(C=1C=CC(=CC1)OC)C2(CCCCC2)O (venlafaxine). Run in O (water). Reaction conditions: temperature 145 celsius. Yields the product CN(C)CC(C=1C=CC(=CC1)O)C2(CCCCC2)O (desvenlafaxine). The yield is 77.4%. As a reaction SMILES: [S-2].[Na+].[Na+].CN1CCCC1=O.[CH3:11][N:12]([CH2:14][CH:15]([C:24]1([OH:30])[CH2:29][CH2:28][CH2:27][CH2:26][CH2:25]1)[C:16]1[CH:17]=[CH:18][C:19]([O:22]C)=[CH:20][CH:21]=1)[CH3:13].C(OC(=O)C)C>O>[CH3:11][N:12]([CH2:14][CH:15]([C:24]1([OH:30])[CH2:29][CH2:28][CH2:27][CH2:26][CH2:25]1)[C:16]1[CH:17]=[CH:18][C:19]([OH:22])=[CH:20][CH:21]=1)[CH3:13] |f:0.1.2|. Procedure details: A mixture of 78.5 g of anhydrous sodium sulfide, and 525 mL of 1-methylpyrrolidone was heated to 145° C. under nitrogen, and then 145 g of venlafaxine was added. The mixture was stirred and heated at 145° C. under nitrogen for 30 hours, then it was cooled and mixed with 2.9 L of ethylacetate and 2.0 L of water. The mixture was kept in the refrigerator overnight, crystals were filtered and dried to give 106.5 g of desvenlafaxine. Yield 77%. The reactants are C(CCCCCCCCC)(=O)Cl (n-decanoyl chloride), C1(=CC=CC=C1)N1CNC(C12CCN(CC2)CC2C(C1=CC=CC=C1CC2)O)=O (1-Phenyl-8-[(1,2,3,4-tetrahydro-1-hydroxy-2-naphthalenyl)methyl]-1,3,8-triazaspiro[4.5]decan-4-one), ice water. Run in N1=CC=CC=C1 (pyridine). Run at time 16 hour. Yields the product C1(=CC=CC=C1)N1CNC(C12CCN(CC2)CC2C(C1=CC=CC=C1CC2)OC(CCCCCCCCC)=O)=O (1-Phenyl-8-[[1,2,3,4-tetrahydro-1-(n-decanoyloxy)-2-naphthalenyl]methyl]-1,3,8-triazaspiro[4.5]decan-4-one). Reaction SMILES: [C:1]1([N:7]2[C:11]3([CH2:16][CH2:15][N:14]([CH2:17][CH:18]4[CH2:27][CH2:26][C:25]5[C:20](=[CH:21][CH:22]=[CH:23][CH:24]=5)[CH:19]4[OH:28])[CH2:13][CH2:12]3)[C:10](=[O:29])[NH:9][CH2:8]2)[CH:6]=[CH:5][CH:4]=[CH:3][CH:2]=1.[C:30](Cl)(=[O:40])[CH2:31][CH2:32][CH2:33][CH2:34][CH2:35][CH2:36][CH2:37][CH2:38][CH3:39]>N1C=CC=CC=1>[C:1]1([N:7]2[C:11]3([CH2:16][CH2:15][N:14]([CH2:17][CH:18]4[CH2:27][CH2:26][C:25]5[C:20](=[CH:21][CH:22]=[CH:23][CH:24]=5)[CH:19]4[O:28][C:30](=[O:40])[CH2:31][CH2:32][CH2:33][CH2:34][CH2:35][CH2:36][CH2:37][CH2:38][CH3:39])[CH2:13][CH2:12]3)[C:10](=[O:29])[NH:9][CH2:8]2)[CH:2]=[CH:3][CH:4]=[CH:5][CH:6]=1. Procedure: 1-Phenyl-8-[(1,2,3,4-tetrahydro-1-hydroxy-2-naphthalenyl)methyl]-1,3,8-triazaspiro[4.5]decan-4-one (0.15 mole) is dissolved in 50 ml of dry pyridine and treated with 3.0 g of n-decanoyl chloride. The resulting solution is stirred under a nitrogen atmosphere for 16 hours. The mixture is then poured into 400 ml of ice-water and the resulting suspension is stirred for 1 hour. Extraction with methylene chloride followed by washing the organic extracts with saturated sodium bicarbonate solution, dryi... The reactants are N[C@@H](CC(OC(C)(C)C)=O)C(=O)O (Asp(OtBu)—OH), COC1=C(C(=C(C(=C1)C)S(=O)(=O)Cl)C)C ((4-methoxy-2,3,6-trimethylphenyl)-sulfonylchloride), Cl.NC1=NC=CC2=CC(=CC=C12)CC(C(N1CCCCC1)=O)NC(CNS(=O)(=O)C=1C(=C(C2=C(CCC(O2)(C)C)C1C)C)C)=O (N-[1-[(1-Amino-6-isoquinolinyl)methyl]-2-oxo-2-(1-piperidinyl)ethyl]-2-[[(3,4-dihydro-2,2,5,7,8-pentamethyl-2H-1-benzopyran-6-yl)sulfonyl]amino]acetamide hydrochloride), NC1=NC=CC2=CC(=CC=C12)CC(C(N1CCCCC1)=O)NC(OC(C)(C)C)=O (1,1-Dimethylethyl 1-[(1-amino-6-isoquinolinyl)methyl]-2-oxo-2-(1-piperidinyl)ethyl-carbamate), CC(C)(C)OC(C[C@@H](C(=O)O)NS(=O)(=O)C1=C(C(=C(C=C1C)OC)C)C)=O ((2S)-2-[[(4-methoxy-2,3,6-trimethylphenyl)sulfonyl]amino]butanedioic acid 4-(1,1-dimethylethyl)ester), 5b. The product is Cl.CC(C)(C)OC(C[C@@H](C(=O)NC(C(N1CCCCC1)=O)CC=1C=C2C=CN=C(C2=CC1)N)NS(=O)(=O)C1=C(C(=C(C=C1C)OC)C)C)=O ((3S)-4-[[1-[(1-amino-6-isoquinolinyl)methyl]-2-oxo-2-(1-piperidinyl)ethyl]amino]-3-[[(4-methoxy-2,3,6-trimethylphenyl)sulfonyl]amino]4-oxo-butanoic acid 1,1-dimethylethylester hydrochloride). RXN SMILES: Cl.NC1C2C(=CC(CC(NC(=O)CNS(C3C(C)=C(C)C4OC(C)(C)CCC=4C=3C)(=O)=O)C(=O)N3CCCCC3)=CC=2)C=CN=1.[NH2:46][C:47]1[C:56]2[C:51](=[CH:52][C:53]([CH2:57][CH:58]([NH:67][C:68](=[O:74])OC(C)(C)C)[C:59](=[O:66])[N:60]3[CH2:65][CH2:64][CH2:63][CH2:62][CH2:61]3)=[CH:54][CH:55]=2)[CH:50]=[CH:49][N:48]=1.[CH3:75][C:76]([O:79][C:80](=[O:101])[CH2:81][C@H:82]([NH:86][S:87]([C:90]1[C:95]([CH3:96])=[CH:94][C:93]([O:97][CH3:98])=[C:92]([CH3:99])[C:91]=1[CH3:100])(=[O:89])=[O:88])C(O)=O)([CH3:78])[CH3:77].N[C@H](C(O)=O)CC(=O)OC(C)(C)C.COC1C=C(C)C(S([Cl:127])(=O)=O)=C(C)C=1C>>[ClH:127].[CH3:78][C:76]([O:79][C:80](=[O:101])[CH2:81][C@H:82]([NH:86][S:87]([C:90]1[C:95]([CH3:96])=[CH:94][C:93]([O:97][CH3:98])=[C:92]([CH3:99])[C:91]=1[CH3:100])(=[O:89])=[O:88])[C:68]([NH:67][CH:58]([CH2:57][C:53]1[CH:54]=[C:55]2[C:56](=[CH:51][CH:52]=1)[C:47]([NH2:46])=[N:48][CH:49]=[CH:50]2)[C:59](=[O:66])[N:60]1[CH2:61][CH2:62][CH2:63][CH2:64][CH2:65]1)=[O:74])([CH3:75])[CH3:77] |f:0.1,6.7|. Procedure: The procedure described for 5c was used. Deprotection of 5a and coupling with 121 mg of (2S)-2-[[(4-methoxy-2,3,6-trimethylphenyl)sulfonyl]amino]butanedioic acid 4-(1,1-dimethylethyl)ester (prepared from Asp(OtBu)—OH and (4-methoxy-2,3,6-trimethylphenyl)-sulfonylchloride using the procedure described for 5b) yielded after purification 8 as a mixture of diastereomers (1:1). 1H-NMR 200 MHz (CD30D) δ: 1.30 and 1.35 (9H, 2x s), 1.38-1.70 (6H, m), 2.12 and 2.14 (3H, 2x s) 2.18-2.51 (2H, m), 2.53 and ... The reactants are CS(N)(=O)=O, O=C(O)c1cccc(Oc2cc(C(F)(F)F)ccc2Cl)c1, O=S(Cl)Cl, c1ccncc1. The product is CS(=O)(=O)NC(=O)c1cccc(Oc2cc(C(F)(F)F)ccc2Cl)c1. Reaction SMILES: [CH3:26][S:27](=[O:28])(=[O:29])[NH2:30].[Cl:1][c:2]1[c:3]([O:4][c:5]2[cH:6][c:7]([C:8](=[O:9])[OH:10])[cH:11][cH:12][cH:13]2)[cH:14][c:15]([C:18]([F:19])([F:20])[F:21])[cH:16][cH:17]1.[S:22]([Cl:23])([Cl:24])=[O:25].[cH:31]1[cH:32][cH:33][n:34][cH:35][cH:36]1>>[Cl:1][c:2]1[c:3]([O:4][c:5]2[cH:6][c:7]([C:8](=[O:9])[NH:30][S:27]([CH3:26])(=[O:28])=[O:29])[cH:11][cH:12][cH:13]2)[cH:14][c:15]([C:18]([F:19])([F:20])[F:21])[cH:16][cH:17]1. Reactants: CCCCOc1c(C(C)O)cc(C(C)(C)C)cc1C(C)(C)C, Cc1ccccc1. Yields the product CCCCOc1c(C(C)=O)cc(C(C)(C)C)cc1C(C)(C)C. As a reaction SMILES: [C:1]([CH3:2])([CH3:3])([CH3:4])[c:5]1[c:6]([O:18][CH2:19][CH2:20][CH2:21][CH3:22])[c:7]([CH:15]([CH3:16])[OH:17])[cH:8][c:9]([C:11]([CH3:12])([CH3:13])[CH3:14])[cH:10]1.[CH3:23][c:24]1[cH:25][cH:26][cH:27][cH:28][cH:29]1>>[C:1]([CH3:2])([CH3:3])([CH3:4])[c:5]1[c:6]([O:18][CH2:19][CH2:20][CH2:21][CH3:22])[c:7]([C:15]([CH3:16])=[O:17])[cH:8][c:9]([C:11]([CH3:12])([CH3:13])[CH3:14])[cH:10]1. The reactants are COC(CC1=CN=CN1CC1=CC=C(C=C1)[N+](=O)[O-])=O (1-(4-Nitrophenylmethyl)-1H-imidazol-5-ylacetic acid methyl ester), Cl (hydrochloric acid). Conditions: temperature 55 celsius. The product is Cl.[N+](=O)([O-])C1=CC=C(C=C1)CN1C=NC=C1CC(=O)O (1-(4-Nitrophenylmethyl)-1H-imidazol-5-ylacetic acid hydrochloride). As a reaction SMILES: C[O:2][C:3](=[O:20])[CH2:4][C:5]1[N:9]([CH2:10][C:11]2[CH:16]=[CH:15][C:14]([N+:17]([O-:19])=[O:18])=[CH:13][CH:12]=2)[CH:8]=[N:7][CH:6]=1.[ClH:21]>>[ClH:21].[N+:17]([C:14]1[CH:13]=[CH:12][C:11]([CH2:10][N:9]2[C:5]([CH2:4][C:3]([OH:20])=[O:2])=[CH:6][N:7]=[CH:8]2)=[CH:16][CH:15]=1)([O-:19])=[O:18] |f:2.3|. Procedure details: 1-(4-Nitrophenylmethyl)-1H-imidazol-5-ylacetic acid methyl ester (0.115 g, 0.42 mmol) was dissolved in 1.0N hydrochloric acid (10 ml) and heated at 55° C. for 3 h. The solution was evaporated in vacuo to give 18 as a white solid. Reaction SMILES: [C:25]([CH3:26])([CH3:27])([CH3:28])[O:29][C:30]([NH:31][CH:32]1[CH2:33][CH2:34][CH:35]([NH2:38])[CH2:36][CH2:37]1)=[O:39].[CH2:49]1[O:50][CH2:51][CH2:52][CH2:53]1.[CH:40]([N:41]([CH:42]([CH3:43])[CH3:44])[CH2:45][CH3:46])([CH3:47])[CH3:48].[F:1][C:2]([c:3]1[cH:4][c:5](-[n:13]2[n:14][cH:15][c:16]3[c:17]2[n:18][cH:19][n:20][c:21]3[Cl:22])[cH:6][c:7]([C:9]([F:10])([F:11])[F:12])[cH:8]1)([F:23])[F:24]>>[F:1][C:2]([c:3]1[cH:4][c:5](-[n:13]2[n:14][cH:15][c:16]3[c:17]2[n:18][cH:19][n:20][c:21]3[NH:38][CH:35]2[CH2:34][CH2:33][CH:32]([NH:31][C:30]([O:29][C:25]([CH3:26])([CH3:27])[CH3:28])=[O:39])[CH2:37][CH2:36]2)[cH:6][c:7]([C:9]([F:10])([F:11])[F:12])[cH:8]1)([F:23])[F:24]. Starting materials: CC(C)(C)OC(=O)NC1CCC(N)CC1, C1CCOC1, CCN(C(C)C)C(C)C, FC(F)(F)c1cc(-n2ncc3c(Cl)ncnc32)cc(C(F)(F)F)c1. The product is CC(C)(C)OC(=O)NC1CCC(Nc2ncnc3c2cnn3-c2cc(C(F)(F)F)cc(C(F)(F)F)c2)CC1.